Dataset: the Open Reaction Database (ORD), a public repository of structured organic reaction records. Task: describe an organic reaction: reactants, conditions, products, and yield Starting materials: CNC (dimethylamine), C=O (formalin), OC=1C=CC(=C(NC(C)=O)C1)C (5'-hydroxy-2'-methylacetanilide). Run in CN(C=O)C (N,N-dimethylformamide). Reaction conditions: time 24 hour. The product is CN(C)CC1=CC(=C(NC(C)=O)C=C1O)C (4'-Dimethylaminomethyl-5'-hydroxy-2'-methylacetanilide). The yield is 91.2%. Reaction SMILES: [OH:1][C:2]1[CH:3]=[CH:4][C:5]([CH3:12])=[C:6]([CH:11]=1)[NH:7][C:8](=[O:10])[CH3:9].[CH3:13][NH:14][CH3:15].[CH2:16]=O>CN(C)C=O>[CH3:13][N:14]([CH2:16][C:3]1[C:2]([OH:1])=[CH:11][C:6]([NH:7][C:8](=[O:10])[CH3:9])=[C:5]([CH3:12])[CH:4]=1)[CH3:15]. Reported procedure: 14.86 g (90.1 mmol) of 5'-hydroxy-2'-methylacetanilide was dissolved in 50 ml of N,N-dimethylformamide. 32.9 g of 40% (w/w) aqueous solution of dimethylamine and 14.6 g of 37% (w/w) aqueous solution of formalin were added to the solution, and the mixture was stirred for 24 hours at room temperature. After the reaction, the solvent was evaporated under reduced pressure to obtain a crude product. 17.1 mg (yield: 91.2%) of the title compound was obtained by washing this crude product with n-hexane ... Product: O=CCN1C(=O)c2ccccc2C1=O. Starting materials: CCOC(CN1C(=O)c2ccccc2C1=O)OCC, ClC(Cl)Cl, O, O=C(O)C(F)(F)F. RXN SMILES: [CH2:9]([O:11][CH:12]([O:10][CH2:25][CH3:26])[CH2:13][N:14]1[C:15](=[O:24])[c:16]2[c:17]([cH:20][cH:21][cH:22][cH:23]2)[C:18]1=[O:19])[CH3:27].[CH:28]([Cl:29])([Cl:30])[Cl:31].[OH2:1].[OH:2][C:3]([C:4]([F:5])([F:6])[F:7])=[O:8]>>[O:11]=[CH:12][CH2:13][N:14]1[C:15](=[O:24])[c:16]2[c:17]([cH:20][cH:21][cH:22][cH:23]2)[C:18]1=[O:19]. Starting materials: BrCC1=C(C#N)C=CC=C1 (2-(bromomethyl)benzonitrile), C[O-].[Na+] (sodium methoxide), OC1=C(C=O)C=C(C=C1)C (2-Hydroxy-5-methylbenzaldehyde), C[O-].[Na+] (sodium methoxide). The solvent is CN(C)C=O (DMF), CN(C)C=O (DMF), CN(C)C=O (DMF), C(C)O (ethanol). Reaction conditions: temperature 75 celsius, time 20 minute. The product is CC=1C=CC2=C(C=C(O2)C2=C(C#N)C=CC=C2)C1 (2-(5-Methyl-2-benzofuranyl)benzonitrile). The yield is 68.9%. As a reaction SMILES: [OH:1][C:2]1[CH:9]=[CH:8][C:7]([CH3:10])=[CH:6][C:3]=1[CH:4]=O.C[O-].[Na+].Br[CH2:15][C:16]1[CH:23]=[CH:22][CH:21]=[CH:20][C:17]=1[C:18]#[N:19]>CN(C=O)C.C(O)C>[CH3:10][C:7]1[CH:8]=[CH:9][C:2]2[O:1][C:15]([C:16]3[CH:23]=[CH:22][CH:21]=[CH:20][C:17]=3[C:18]#[N:19])=[CH:4][C:3]=2[CH:6]=1 |f:1.2|. Reported procedure: A solution of the product of step (a) (130 g) in dry DMF (400 ml) was added dropwise to a solution of sodium methoxide (56.2 g) in ethanol (400 ml) mechanically stirred under nitrogen. After 20 mins, a solution of 2-(bromomethyl)benzonitrile (182.2 g) in dry DMF (400 ml) was added dropwise. The mixture was then heated to 75° C. for 30 min. The solution was allowed to cool for 1 h. A slurry of sodium methoxide (56.2 g) in dry DMF (100 ml) was added and the mixture heated at reflux for 1.5 h. The ... The reactants are CC=1OC=CC1C (2,3-dimethylfuran), BrC1=C(CBr)C=CC=C1 (2-bromobenzylbromide), n-BuLi hexanes. The solvent is C1CCOC1 (THF). The product is BrC1=C(CC=2OC(=C(C2)C)C)C=CC=C1 (2-(2-Bromo-benzyl)-4,5-dimethyl-furan). Isolated yield 41.3%. As a reaction SMILES: [CH3:1][C:2]1[O:3][CH:4]=[CH:5][C:6]=1[CH3:7].[Br:8][C:9]1[CH:16]=[CH:15][CH:14]=[CH:13][C:10]=1[CH2:11]Br>C1COCC1>[Br:8][C:9]1[CH:16]=[CH:15][CH:14]=[CH:13][C:10]=1[CH2:11][C:4]1[O:3][C:2]([CH3:1])=[C:6]([CH3:7])[CH:5]=1. Procedure details: The title compound was prepared according to the procedure in Example 5, step 1 using commercial 2,3-dimethylfuran (1.00 g, 10.4 mmol), commercial 2-bromobenzylbromide (2.60 g, 10.4 mmol) and 1.6M n-BuLi/hexanes (4.16 mL, 10.4 mmol) in THF. Purification on Biotage KP-Sil eluting with 100% pet. ether gave 1.14 g (41%) of the title compound as a clear oil. 1H NMR (DMSO-d6) δ1.84 (s, 3H), 2.11 (s, 3H), 3.96 (s, 2H), 5.81 (s, 1H), 7.19 (dt, 1H), 7.26-7.37 (m, 2H), 7.60 (dd, 1H). Reactants: C([O-])([O-])=O.[Na+].[Na+] (Sodium carbonate), Cl.COC([C@@H](N)CC1=CC=CC=C1)=O (L-Phenylalanine methyl ester hydrochloride), ClCCl (Dichloromethane). The solvent is O (water), O (water). Product: COC([C@@H](N)CC1=CC=CC=C1)=O (L-phenylalanine methyl ester). Reaction SMILES: Cl.[CH3:2][O:3][C:4](=[O:14])[C@H:5]([CH2:7][C:8]1[CH:13]=[CH:12][CH:11]=[CH:10][CH:9]=1)[NH2:6].C(=O)([O-])[O-].[Na+].[Na+].ClCCl>O>[CH3:2][O:3][C:4](=[O:14])[C@H:5]([CH2:7][C:8]1[CH:13]=[CH:12][CH:11]=[CH:10][CH:9]=1)[NH2:6] |f:0.1,2.3.4|. Procedure: L-Phenylalanine methyl ester hydrochloride (4.9 g) was dissolved in water (25 mL) in a 100 mL round bottom flask and stirred at room temperature. Sodium carbonate (3.1 g) in water (12.5 mL) was added in 3 minutes. The reaction mixture was stirred for 5 minutes at room temperature. Dichloromethane (25 mL) was added and the reaction mixture was stirred 5 minutes. The aqueous solution was transferred to a 125 mL separating funnel. The organic layer was collected. The aqueous layer was extracted twi... Reactants: C, COC(=O)CCc1cc(NC(=O)C(F)(F)F)c(OCc2ccccc2)c(-c2ccc3ccccc3c2)c1, CCOC(C)=O, CO, [Pd]. Product: COC(=O)CCc1cc(NC(=O)C(F)(F)F)c(O)c(-c2ccc3ccccc3c2)c1. As a reaction SMILES: [C:46].[CH2:1]([c:2]1[cH:3][cH:4][cH:5][cH:6][cH:7]1)[O:8][c:9]1[c:10](-[c:28]2[cH:29][c:30]3[cH:31][cH:32][cH:33][cH:34][c:35]3[cH:36][cH:37]2)[cH:11][c:12]([CH2:22][CH2:23][C:24](=[O:25])[O:26][CH3:27])[cH:13][c:14]1[NH:15][C:16]([C:17]([F:18])([F:19])[F:20])=[O:21].[CH3:38][CH2:39][O:40][C:41](=[O:42])[CH3:43].[CH3:44][OH:45].[Pd:47]>>[OH:8][c:9]1[c:10](-[c:28]2[cH:29][c:30]3[cH:31][cH:32][cH:33][cH:34][c:35]3[cH:36][cH:37]2)[cH:11][c:12]([CH2:22][CH2:23][C:24](=[O:25])[O:26][CH3:27])[cH:13][c:14]1[NH:15][C:16]([C:17]([F:18])([F:19])[F:20])=[O:21]. Starting materials: O=C([O-])[O-], COc1ccccc1OCC1CO1, CC(C)O, Cl, Cl, [K+], [K+], O=C1CCNCC1, COc1ccccc1OCC(O)CN1CCC(N2CCN(c3ccccc3)C2=O)CC1. Product: COc1ccccc1OCC(O)CN1CCC(=O)CC1. As a reaction SMILES: [C:54](=[O:55])([O-:56])[O-:57].[CH3:41][O:42][c:43]1[cH:44][cH:45][cH:46][cH:47][c:48]1[O:49][CH2:50][CH:51]1[O:52][CH2:53]1.[CH:60]([OH:61])([CH3:62])[CH3:63].[ClH:1].[ClH:33].[K+:58].[K+:59].[NH:34]1[CH2:35][CH2:36][C:37](=[O:40])[CH2:38][CH2:39]1.[OH:2][CH:3]([CH2:4][N:5]1[CH2:6][CH2:7][CH:8]([N:11]2[CH2:12][CH2:13][N:14]([c:15]3[cH:16][cH:17][cH:18][cH:19][cH:20]3)[C:21]2=[O:22])[CH2:9][CH2:10]1)[CH2:23][O:24][c:25]1[c:26]([O:31][CH3:32])[cH:27][cH:28][cH:29][cH:30]1>>[OH:2][CH:3]([CH2:4][N:5]1[CH2:6][CH2:7][C:8](=[O:40])[CH2:9][CH2:10]1)[CH2:23][O:24][c:25]1[c:26]([O:31][CH3:32])[cH:27][cH:28][cH:29][cH:30]1.